This data is from the Open Reaction Database (ORD), a public repository of structured organic reaction records. The task is: describe an organic reaction: reactants, conditions, products, and yield Solvent: O1CCCC1 (tetrahydrofuran), O1CCCC1 (tetrahydrofuran). Yields the product BrC=1C(=NC=C(C1)C(F)(F)F)OCC(F)(F)F (3-Bromo-2-(2′,2′,2′-trifluoroethoxy)-5-trifluoromethylpyridine). Reaction SMILES: [F:1][C:2]([F:6])([F:5])[CH2:3][OH:4].[H-].[Na+].Cl[C:10]1[C:15]([Br:16])=[CH:14][C:13]([C:17]([F:20])([F:19])[F:18])=[CH:12][N:11]=1.O>O1CCCC1>[Br:16][C:15]1[C:10]([O:4][CH2:3][C:2]([F:6])([F:5])[F:1])=[N:11][CH:12]=[C:13]([C:17]([F:19])([F:18])[F:20])[CH:14]=1 |f:1.2|. Isolated yield 62.4%. Starting materials: FC(CO)(F)F (2,2,2-trifluoroethanol), [H-].[Na+] (sodium hydride), ClC1=NC=C(C=C1Br)C(F)(F)F (2-Chloro-3-bromo-5-trifluoromethylpyridine), O (water). Conditions: temperature 22 celsius, time 20 minute. Procedure details: To 2,2,2-trifluoroethanol (1.4 ml 19.2 mmol) in tetrahydrofuran (3 ml) was added sodium hydride (760 mg, 60% suspension in oil, 19.0 mmol) and the suspension was stirred at 22° C. for 20 mins. 2-Chloro-3-bromo-5-trifluoromethylpyridine (1.0 g, 3.84 mmol) in tetrahydrofuran (2 ml) was then added and the mixture stirred for 16 hrs at 22° C., before being poured into water (100 ml) and extracted with ethyl acetate (2×100 ml). The extracts were dried (MgSO4) and concentrated to give the product as a... Starting materials: BrCc1ccccc1, O=C([O-])[O-], CC#N, [I-], [K+], [K+], [K+], N#Cc1ccc(O)cc1. The product is N#Cc1ccc(OCc2ccccc2)cc1. As a reaction SMILES: [Br:10][CH2:11][c:12]1[cH:13][cH:14][cH:15][cH:16][cH:17]1.[C:18](=[O:19])([O-:20])[O-:21].[CH3:26][C:27]#[N:28].[I-:25].[K+:22].[K+:23].[K+:24].[OH:1][c:2]1[cH:3][cH:4][c:5]([C:8]#[N:9])[cH:6][cH:7]1>>[O:1]([c:2]1[cH:3][cH:4][c:5]([C:8]#[N:9])[cH:6][cH:7]1)[CH2:11][c:12]1[cH:13][cH:14][cH:15][cH:16][cH:17]1. Starting materials: OCC1(N=C(OC1)C)CCC1=CC=C(C=C1)O (4-[2-(4-hydroxymethyl-2-methyl-4,5-dihydro-oxazol-4-yl)-ethyl]-phenol), polystyrene, FC=1C=C(C=CC1OC)CCO (2-(3-fluoro-4-methoxyphenyl)-ethanol), C1(=CC=CC=C1)P(C1=CC=CC=C1)C1=CC=CC=C1 (triphenylphosphine), C1=CC=C(C=C1)COC(=O)/N=N/C(=O)OCC2=CC=CC=C2 (DBAD), C1(=CC=CC=C1)P(C1=CC=CC=C1)C1=CC=CC=C1 (triphenylphosphine), Polystyrene. Run in C1CCOC1 (THF). Conditions: time 8 hour. Product: FC=1C=C(C=CC1OC)CCOC1=CC=C(C=C1)CCC1(N=C(OC1)C)CO ([4-(2-{4-[2-(3-fluoro-4-methoxy-phenyl)-ethoxy]-phenyl}ethyl)-2-methyl-4,5-dihydro-oxazol-4-yl]-methanol). RXN SMILES: [OH:1][CH2:2][C:3]1([CH2:9][CH2:10][C:11]2[CH:16]=[CH:15][C:14]([OH:17])=[CH:13][CH:12]=2)[CH2:7][O:6][C:5]([CH3:8])=[N:4]1.C1(P(C2C=CC=CC=2)C2C=CC=CC=2)C=CC=CC=1.[F:37][C:38]1[CH:39]=[C:40]([CH2:46][CH2:47]O)[CH:41]=[CH:42][C:43]=1[O:44][CH3:45].C1C=CC(COC(/N=N/C(OCC2C=CC=CC=2)=O)=O)=CC=1>C1COCC1>[F:37][C:38]1[CH:39]=[C:40]([CH2:46][CH2:47][O:17][C:14]2[CH:13]=[CH:12][C:11]([CH2:10][CH2:9][C:3]3([CH2:2][OH:1])[CH2:7][O:6][C:5]([CH3:8])=[N:4]3)=[CH:16][CH:15]=2)[CH:41]=[CH:42][C:43]=1[O:44][CH3:45]. Procedure: To a solution of 4-[2-(4-hydroxymethyl-2-methyl-4,5-dihydro-oxazol-4-yl)-ethyl]-phenol (300 mg, 1.27 mmol) in dry THF (6 ml) is added under inert atmosphere polystyrene supported triphenylphosphine (loading 3 mmol·g−1, 1.27 g, 3.81 mmol, 3 eq.), 2-(3-fluoro-4-methoxyphenyl)-ethanol (647.7 mg, 3.81 mmol, 3 eq.) and DBAD (877.3 mg, 3.81 mmol, 3 eq.). The reaction mixture was stirred under inert atmosphere at room temperature overnight. Polystyrene supported triphenylphosphine was then filtered thr... Starting materials: CCO, NCC1CC1, CC(=O)Nc1ccc(F)c([N+](=O)[O-])c1, O. Product: CC(=O)Nc1ccc(NCC2CC2)c([N+](=O)[O-])c1. As a reaction SMILES: [CH3:21][CH2:22][OH:23].[CH:15]1([CH2:18][NH2:19])[CH2:16][CH2:17]1.[F:1][c:2]1[c:3]([N+:12](=[O:13])[O-:14])[cH:4][c:5]([NH:8][C:9]([CH3:10])=[O:11])[cH:6][cH:7]1.[OH2:20]>>[c:2]1([NH:19][CH2:18][CH:15]2[CH2:16][CH2:17]2)[c:3]([N+:12](=[O:13])[O-:14])[cH:4][c:5]([NH:8][C:9]([CH3:10])=[O:11])[cH:6][cH:7]1. Reactants: CCCCOCCOc1ccc(-c2ccc3c(c2)C=C(C(=O)Nc2ccc(SCc4nccn4CCCC(=O)OCC)cc2)CCCN3CC(C)C)cc1, ClCCl, O=C(OO)c1cccc(Cl)c1. Yields the product CCCCOCCOc1ccc(-c2ccc3c(c2)C=C(C(=O)Nc2ccc(S(=O)Cc4nccn4CCCC(=O)OCC)cc2)CCCN3CC(C)C)cc1. RXN SMILES: [CH2:1]([CH2:2][CH2:3][CH3:4])[O:5][CH2:6][CH2:7][O:8][c:9]1[cH:10][cH:11][c:12](-[c:15]2[cH:16][cH:17][c:18]3[c:19]([cH:54]2)[CH:20]=[C:21]([C:30](=[O:31])[NH:32][c:33]2[cH:34][cH:35][c:36]([S:39][CH2:40][c:41]4[n:42]([CH2:46][CH2:47][CH2:48][C:49](=[O:50])[O:51][CH2:52][CH3:53])[cH:43][cH:44][n:45]4)[cH:37][cH:38]2)[CH2:22][CH2:23][CH2:24][N:25]3[CH2:26][CH:27]([CH3:28])[CH3:29])[cH:13][cH:14]1.[Cl:66][CH2:67][Cl:68].[OH:55][O:56][C:57]([c:58]1[cH:59][c:60]([Cl:61])[cH:62][cH:63][cH:64]1)=[O:65]>>[CH2:1]([CH2:2][CH2:3][CH3:4])[O:5][CH2:6][CH2:7][O:8][c:9]1[cH:10][cH:11][c:12](-[c:15]2[cH:16][cH:17][c:18]3[c:19]([cH:54]2)[CH:20]=[C:21]([C:30](=[O:31])[NH:32][c:33]2[cH:34][cH:35][c:36]([S:39]([CH2:40][c:41]4[n:42]([CH2:46][CH2:47][CH2:48][C:49](=[O:50])[O:51][CH2:52][CH3:53])[cH:43][cH:44][n:45]4)=[O:55])[cH:37][cH:38]2)[CH2:22][CH2:23][CH2:24][N:25]3[CH2:26][CH:27]([CH3:28])[CH3:29])[cH:13][cH:14]1. Reactants: COC1=C(C=CC=C1)N1CCN(CC1)CCC1=CC=NC=C1 (1-(2-Methoxyphenyl)-4-[2-(4-pyridyl)ethyl]piperazine), FC1=CC=C(CBr)C=C1 (p-fluorobenzylbromide), Cl (HCl), C(CCC)[Li] (n-Butyllithium). The solvent is C1CCOC1 (THF), O (water), C1CCOC1 (THF). Reaction conditions: temperature -78 celsius, time 1 hour. Reaction SMILES: [CH3:1][O:2][C:3]1[CH:8]=[CH:7][CH:6]=[CH:5][C:4]=1[N:9]1[CH2:14][CH2:13][N:12]([CH2:15][CH2:16][C:17]2[CH:22]=[CH:21][N:20]=[CH:19][CH:18]=2)[CH2:11][CH2:10]1.C([Li])CCC.[F:28][C:29]1[CH:36]=[CH:35][C:32]([CH2:33]Br)=[CH:31][CH:30]=1.Cl>C1COCC1.O>[CH3:1][O:2][C:3]1[CH:8]=[CH:7][CH:6]=[CH:5][C:4]=1[N:9]1[CH2:10][CH2:11][N:12]([CH2:15][CH:16]([CH2:33][C:32]2[CH:35]=[CH:36][C:29]([F:28])=[CH:30][CH:31]=2)[C:17]2[CH:18]=[CH:19][N:20]=[CH:21][CH:22]=2)[CH2:13][CH2:14]1. Yields the product COC1=C(C=CC=C1)N1CCN(CC1)CC(C1=CC=NC=C1)CC1=CC=C(C=C1)F (1-(2-Methoxyphenyl) -4-[2-(4-fluorobenzyl)-2-(4-pyridyl)ethyl]piperazine), trihydrochloride. Reported procedure: 1-(2-Methoxyphenyl)-4-[2-(4-pyridyl)ethyl]piperazine (5.94 g, 20 mmol) was dissolved in anhydrous THF (70 ml) and the solution cooled to about -78° C., n-Butyllithium (1.6M solution in hexane, 18 ml) was added in portions, then the mixture was stirred for 1 hour, at below -70° C. The anion was quenched with p-fluorobenzylbromide (3.18 g, 16.8 mmol) in THF (3 ml and the mixture was warmed to room temperature when water (50 ml) was added. The organic component was extracted by dichloromethane, the...